This data is from the Open Reaction Database (ORD), a public repository of structured organic reaction records. The task is: describe an organic reaction: reactants, conditions, products, and yield The reactants are Cl.Cl.BrC1=CC(=C(C=C1)CCN[C@H]1CC[C@H](CC1)NC1=NC2=CC=CC=C2C(=N1)N(C)C)OC(F)(F)F (cis-N2-{4-[2-(4-bromo-2-trifluoromethoxy-phenyl)-ethylamino]-cyclohexyl}-N4,N4-dimethyl-quinazoline-2,4-diamine dihydrochloride), Cl (hydrogen chloride). Reagents/catalysts: [Pd] (Pd/C). The solvent is CCO (EtOH), CCOC(=O)C (EtOAc), CCOC(=O)C (EtOAc). Conditions: time 17 hour. The product is Cl.Cl.CN(C1=NC(=NC2=CC=CC=C12)N[C@@H]1CC[C@@H](CC1)NCCC1=C(C=CC=C1)OC(F)(F)F)C (cis-N4,N4-dimethyl-N2-{4-[2-(2-trifluoromethoxy-phenyl)-ethylamino]-cyclohexyl}-quinazoline-2,4-diamine dihydrochloride). Yield: 95.2%. Reaction SMILES: [ClH:1].Cl.Br[C:4]1[CH:9]=[CH:8][C:7]([CH2:10][CH2:11][NH:12][C@@H:13]2[CH2:18][CH2:17][C@H:16]([NH:19][C:20]3[N:29]=[C:28]([N:30]([CH3:32])[CH3:31])[C:27]4[C:22](=[CH:23][CH:24]=[CH:25][CH:26]=4)[N:21]=3)[CH2:15][CH2:14]2)=[C:6]([O:33][C:34]([F:37])([F:36])[F:35])[CH:5]=1.Cl>CCO.CCOC(C)=O.[Pd]>[ClH:1].[ClH:1].[CH3:32][N:30]([CH3:31])[C:28]1[C:27]2[C:22](=[CH:23][CH:24]=[CH:25][CH:26]=2)[N:21]=[C:20]([NH:19][C@H:16]2[CH2:17][CH2:18][C@@H:13]([NH:12][CH2:11][CH2:10][C:7]3[CH:8]=[CH:9][CH:4]=[CH:5][C:6]=3[O:33][C:34]([F:37])([F:36])[F:35])[CH2:14][CH2:15]2)[N:29]=1 |f:0.1.2,7.8.9|. Procedure details: To a solution of cis-N2-{4-[2-(4-bromo-2-trifluoromethoxy-phenyl)-ethylamino]-cyclohexyl}-N4,N4-dimethyl-quinazoline-2,4-diamine dihydrochloride obtained in step B of example 37 (250 mg, 0.4 mmol) in EtOH (5 mL) was added 10% Pd/C (75 mg). The mixture was stirred at ambient temperature under hydrogen atmosphere for 17 hr, filtered, poured into saturated aqueous NaHCO3. The aqueous layer was extracted with CHCl3 (three times). The combined organic layer was dried over MgSO4, filtered, concentrate... Reactants: Br, COc1ccc(Oc2cccc(Cl)n2)cc1, O. Product: Oc1ccc(Oc2cccc(Cl)n2)cc1. As a reaction SMILES: [BrH:17].[Cl:1][c:2]1[n:3][c:4]([O:8][c:9]2[cH:10][cH:11][c:12]([O:15][CH3:16])[cH:13][cH:14]2)[cH:5][cH:6][cH:7]1.[OH2:18]>>[Cl:1][c:2]1[n:3][c:4]([O:8][c:9]2[cH:10][cH:11][c:12]([OH:15])[cH:13][cH:14]2)[cH:5][cH:6][cH:7]1. Starting materials: Cl.FC=1C(=CN(C1C=1C(=NC=CC1)F)S(=O)(=O)C1=NC=CC(=C1)C)CNC (1-{4-Fluoro-5-(2-fluoropyridin-3-yl)-1-[(4-methylpyridin-2-yl)sulfonyl]-1H-pyrrol-3-yl}-N-methylmethanamine hydrochloride). Run in C(O)([O-])=O.[Na+] (sodium hydrogen carbonate). The product is FC=1C(=CN(C1C=1C(=NC=CC1)F)S(=O)(=O)C1=NC=CC(=C1)C)CNC (1-{4-Fluoro-5-(2-fluoropyridin-3-yl)-1-[(4-methylpyridin-2-yl)sulfonyl]-1H-pyrrol-3-yl}-N-methylmethanamine). Yield: 94.5%. RXN SMILES: Cl.[F:2][C:3]1[C:4]([CH2:25][NH:26][CH3:27])=[CH:5][N:6]([S:15]([C:18]2[CH:23]=[C:22]([CH3:24])[CH:21]=[CH:20][N:19]=2)(=[O:17])=[O:16])[C:7]=1[C:8]1[C:9]([F:14])=[N:10][CH:11]=[CH:12][CH:13]=1>C(=O)([O-])O.[Na+]>[F:2][C:3]1[C:4]([CH2:25][NH:26][CH3:27])=[CH:5][N:6]([S:15]([C:18]2[CH:23]=[C:22]([CH3:24])[CH:21]=[CH:20][N:19]=2)(=[O:17])=[O:16])[C:7]=1[C:8]1[C:9]([F:14])=[N:10][CH:11]=[CH:12][CH:13]=1 |f:0.1,2.3|. Procedure: 1-{4-Fluoro-5-(2-fluoropyridin-3-yl)-1-[(4-methylpyridin-2-yl)sulfonyl]-1H-pyrrol-3-yl}-N-methylmethanamine hydrochloride (751 mg) was dissolved in saturated aqueous sodium hydrogen carbonate, and extracted twice with ethyl acetate. Combined organic layers were washed with saturated brine, dried over anhydrous magnesium sulfate and concentrated under reduced pressure to give the title compound as a pale-yellow oil (yield 647 mg, 95%).